From a dataset of the Open Reaction Database (ORD), a public repository of structured organic reaction records. describe an organic reaction: reactants, conditions, products, and yield Starting materials: O=C(CC1CCCCC1)Nc1ccc(Br)cc1, Nc1ccc(Br)cc1, O=C(Cl)CC1CCCCC1, [H-], NCl, [Na+], [Na], CN(C)C=O, c1ccncc1. The product is O=C(CC1CCCCC1)NNc1ccc(Br)cc1. RXN SMILES: [Br:19][c:20]1[cH:21][cH:22][c:23]([NH:26][C:27]([CH2:28][CH:29]2[CH2:30][CH2:31][CH2:32][CH2:33][CH2:34]2)=[O:35])[cH:24][cH:25]1.[Br:1][c:2]1[cH:3][cH:4][c:5]([NH2:6])[cH:7][cH:8]1.[CH:9]1([CH2:10][C:11]([Cl:12])=[O:13])[CH2:14][CH2:15][CH2:16][CH2:17][CH2:18]1.[H-:36].[NH2:39][Cl:40].[Na+:37].[Na:38].[O:41]=[CH:42][N:43]([CH3:44])[CH3:45].[cH:46]1[cH:47][cH:48][n:49][cH:50][cH:51]1>>[Br:1][c:2]1[cH:3][cH:4][c:5]([NH:6][NH:26][C:27]([CH2:28][CH:29]2[CH2:30][CH2:31][CH2:32][CH2:33][CH2:34]2)=[O:35])[cH:7][cH:8]1. RXN SMILES: [Cl:1][C:2]1[CH:11]=[CH:10][C:5]2[C:6](=O)[CH2:7][O:8][C:4]=2[CH:3]=1.[C:12]([CH:15]=P(C1C=CC=CC=1)(C1C=CC=CC=1)C1C=CC=CC=1)([OH:14])=[O:13].[C:35]1(C)C=CC=C[CH:36]=1>>[CH2:35]([O:14][C:12](=[O:13])[CH2:15][C:6]1[C:5]2[CH:10]=[CH:11][C:2]([Cl:1])=[CH:3][C:4]=2[O:8][CH:7]=1)[CH3:36]. Procedure details: A mixture of 6-chloro-benzofuran-3 (2H)-one (1.68 g, 10 mmol) and (carboxymethylene)triphenylphosphorane (5.22 g, 15 mmol) was refluxed in toluene (100 ml) for 48 hrs. Afterwards, the reaction mixture was concentrated and loaded over a silica-gel column. The column was eluted with hexane (500 ml) and then with 25% ethyl acetate. The product, ethyl(6-chloro-1-benzofuran-3-yl)acetate, was obtained as a white oil. Yield: 2.1 g (87%); (M+H): 239. Starting materials: ClC1=CC2=C(C(CO2)=O)C=C1 (6-chloro-benzofuran-3 (2H)-one), C(=O)(O)C=P(C1=CC=CC=C1)(C1=CC=CC=C1)C1=CC=CC=C1 ((carboxymethylene)triphenylphosphorane), C1(=CC=CC=C1)C (toluene). Product: C(C)OC(CC1=COC2=C1C=CC(=C2)Cl)=O (ethyl(6-chloro-1-benzofuran-3-yl)acetate). The reactants are [Sn](Cl)(Cl)(Cl)Cl (Tin (IV) chloride), N1C=CC=C1 (pyrrole), ClC1=C(C(=O)Cl)C=CC(=N1)Cl (2,6-dichloro-nicotinoyl chloride). Solvent: C(Cl)Cl (DCM), C(Cl)Cl (DCM), O (water). Conditions: time 30 minute. Yields the product ClC1=NC(=CC=C1C(=O)C=1NC=CC1)Cl ((2,6-dichloro-pyridin-3-yl)-(1H-pyrrol-2-yl)-methanone), ClC1=NC(=CC=C1C(=O)C1=CNC=C1)Cl ((2,6-dichloro-pyridin-3-yl)-(1H-pyrrol-3-yl)-methanone). As a reaction SMILES: [Sn](Cl)(Cl)(Cl)Cl.[NH:6]1[CH:10]=[CH:9][CH:8]=[CH:7]1.[Cl:11][C:12]1[N:20]=[C:19]([Cl:21])[CH:18]=[CH:17][C:13]=1[C:14](Cl)=[O:15]>C(Cl)Cl.O>[Cl:11][C:12]1[C:13]([C:14]([C:7]2[NH:6][CH:10]=[CH:9][CH:8]=2)=[O:15])=[CH:17][CH:18]=[C:19]([Cl:21])[N:20]=1.[Cl:11][C:12]1[C:13]([C:14]([C:8]2[CH:9]=[CH:10][NH:6][CH:7]=2)=[O:15])=[CH:17][CH:18]=[C:19]([Cl:21])[N:20]=1. Procedure: Tin (IV) chloride (Aldrich, Milwaukee, Wis.) in DCM (10 mL) was added dropwise to a mixture of pyrrole (4 g) and 2,6-dichloro-nicotinoyl chloride (6 g) in DCM (150 mL) at 0° C. The mixture was then stirred at room temperature for 30 mins. The reaction was diluted with water, washed with water (200 mL), 2N NaOH (50 mL) and brine, dried and concentrated. The residue was purified on a silica gel column to give 1.8 g of (2,6-dichloro-pyridin-3-yl)-(1H-pyrrol-2-yl)-methanone and 380 mg of (2,6-dichlo... Starting materials: Cl (hydrochloric acid), 3, ClC(C(=O)O)(O)C (chlorolactic acid), ClC1=CC=C(C=C1)O (p-chlorophenol). Run in [OH-].[Na+] (sodium hydroxide). The product is ClC1=CC=C(OCC(C(=O)O)O)C=C1 (3-(p-chlorophenoxy)-lactic acid). As a reaction SMILES: Cl[C:2]([CH3:7])([OH:6])[C:3]([OH:5])=[O:4].[Cl:8][C:9]1[CH:14]=[CH:13][C:12]([OH:15])=[CH:11][CH:10]=1.Cl>[OH-].[Na+]>[Cl:8][C:9]1[CH:14]=[CH:13][C:12]([O:15][CH2:7][CH:2]([OH:6])[C:3]([OH:5])=[O:4])=[CH:11][CH:10]=1 |f:3.4|. Procedure details: A mixture of 1.8 g (14.7 mmoles) 3=chlorolactic acid and 3.4 g p-chlorophenol in 15 ml 3.3 N sodium hydroxide was stirred under reflux for two hours. The mixture was cooled to room temperature and acidified to pH=3, with concentrated hydrochloric acid. The resulting white crystals were filtered and dissolved in hot water and the hot solution was adjusted to pH=1 with concentrated sulfuric acid. Upon cooling the product, 3-(p-chlorophenoxy)-lactic acid was collected as clear crystals, 0.7 g, m.p.... The reactants are O=C([O-])[O-], CCc1nc2ccccc2[nH]1, C1COCCO1, Cn1c(CN2CC3CC2CN3S(C)(=O)=O)nc2c(N3CCOCC3)nc(Cl)nc21, [Cs+], [Cs+], O=C(C=Cc1ccccc1)C=Cc1ccccc1, O=C(C=Cc1ccccc1)C=Cc1ccccc1, O=C(C=Cc1ccccc1)C=Cc1ccccc1, [Pd], [Pd]. Yields the product CCc1nc2ccccc2n1-c1nc(N2CCOCC2)c2nc(CN3CC4CC3CN4S(C)(=O)=O)n(C)c2n1. Reaction SMILES: [C:41](=[O:42])([O-:43])[O-:44].[CH2:30]([CH3:31])[c:32]1[n:33][c:34]2[c:35]([nH:36]1)[cH:37][cH:38][cH:39][cH:40]2.[CH2:47]1[O:48][CH2:49][CH2:50][O:51][CH2:52]1.[Cl:1][c:2]1[n:3][c:4]([N:24]2[CH2:25][CH2:26][O:27][CH2:28][CH2:29]2)[c:5]2[n:6][c:7]([CH2:12][N:13]3[CH:14]4[CH2:15][N:16]([S:20](=[O:21])(=[O:22])[CH3:23])[CH:17]([CH2:18]3)[CH2:19]4)[n:8]([CH3:11])[c:9]2[n:10]1.[Cs+:45].[Cs+:46].[O:55]=[C:56]([CH:57]=[CH:58][c:59]1[cH:60][cH:61][cH:62][cH:63][cH:64]1)[CH:65]=[CH:66][c:67]1[cH:68][cH:69][cH:70][cH:71][cH:72]1.[O:73]=[C:74]([CH:75]=[CH:76][c:77]1[cH:78][cH:79][cH:80][cH:81][cH:82]1)[CH:83]=[CH:84][c:85]1[cH:86][cH:87][cH:88][cH:89][cH:90]1.[O:91]=[C:92]([CH:93]=[CH:94][c:95]1[cH:96][cH:97][cH:98][cH:99][cH:100]1)[CH:101]=[CH:102][c:103]1[cH:104][cH:105][cH:106][cH:107][cH:108]1.[Pd:53].[Pd:54]>>[c:2]1(-[n:33]2[c:32]([CH2:30][CH3:31])[n:36][c:35]3[c:34]2[cH:40][cH:39][cH:38][cH:37]3)[n:3][c:4]([N:24]2[CH2:25][CH2:26][O:27][CH2:28][CH2:29]2)[c:5]2[n:6][c:7]([CH2:12][N:13]3[CH:14]4[CH2:15][N:16]([S:20](=[O:21])(=[O:22])[CH3:23])[CH:17]([CH2:18]3)[CH2:19]4)[n:8]([CH3:11])[c:9]2[n:10]1. Starting materials: CN1CCOCC1, Cc1ccccc1[N+](=O)[O-], [Pt]. Product: Cc1ccccc1NO. Reaction SMILES: [CH3:11][N:12]1[CH2:13][CH2:14][O:15][CH2:16][CH2:17]1.[CH3:1][c:2]1[cH:3][cH:4][cH:5][cH:6][c:7]1[N+:8]([O-:9])=[O:10].[Pt:18]>>[CH3:1][c:2]1[cH:3][cH:4][cH:5][cH:6][c:7]1[NH:8][OH:9]. Reactants: C1(=CC=CC=C1)N1C=NC(=C1C1=CC=CC=C1)C1=CC=CC=C1 (1,4,5 triphenylimidazole), BrCCCCCC(=O)OCC (ethyl 6-bromohexanoate), C([O-])([O-])=O.[K+].[K+] (potassium carbonate). Solvent: CC(CC)=O (2-butanone). Product: C1(=CC=CC=C1)N1C(N(C(=C1C1=CC=CC=C1)C1=CC=CC=C1)CCCCCC(=O)OCC)=O (Ethyl 6-(3,4,5-triphenyl-2-oxo-2,3-dihydroimidazol-1-yl)hexanoate). The yield is 58.6%. RXN SMILES: [C:1]1([N:7]2[C:11]([C:12]3[CH:17]=[CH:16][CH:15]=[CH:14][CH:13]=3)=[C:10]([C:18]3[CH:23]=[CH:22][CH:21]=[CH:20][CH:19]=3)[N:9]=[CH:8]2)[CH:6]=[CH:5][CH:4]=[CH:3][CH:2]=1.Br[CH2:25][CH2:26][CH2:27][CH2:28][CH2:29][C:30]([O:32][CH2:33][CH3:34])=[O:31].C(=O)([O-])[O-:36].[K+].[K+]>CC(=O)CC>[C:1]1([N:7]2[C:11]([C:12]3[CH:17]=[CH:16][CH:15]=[CH:14][CH:13]=3)=[C:10]([C:18]3[CH:19]=[CH:20][CH:21]=[CH:22][CH:23]=3)[N:9]([CH2:25][CH2:26][CH2:27][CH2:28][CH2:29][C:30]([O:32][CH2:33][CH3:34])=[O:31])[C:8]2=[O:36])[CH:6]=[CH:5][CH:4]=[CH:3][CH:2]=1 |f:2.3.4|. Procedure: A mixture of 1,4,5 triphenylimidazole (6.24 g), ethyl 6-bromohexanoate (13.38 g), potassium carbonate (13.2 g) and 2-butanone was stirred at reflux for 6 hours. The mixture was filtered, and the filtrate was evaporated. The residue was chromatographed on silica gel eluted with ethanol-hexane to give the title compound (5.61 g) m.p. 104°-106° C. Found: C, 76.35; H, 6.58; N, 6.07%; (C29H30N2O2O3) Requires: C, 76.63; H, 6.65; N, 6.16% Starting materials: N1CC(C1)C(=O)O (3-Azetidine carboxylic acid), C(C)(=O)OC(C)=O (acetic anhydride). Conditions: time 18 hour. Product: C(C)(=O)N1CC(C1)C(=O)O (1-Acetyl-3-azetidinecarboxylic acid). RXN SMILES: [NH:1]1[CH2:4][CH:3]([C:5]([OH:7])=[O:6])[CH2:2]1.[C:8](OC(=O)C)(=[O:10])[CH3:9]>>[C:8]([N:1]1[CH2:4][CH:3]([C:5]([OH:7])=[O:6])[CH2:2]1)(=[O:10])[CH3:9]. Procedure details: 3-Azetidine carboxylic acid (2.25 g, 22.2 mmol) and acetic anhydride (80 ml) were heated gently until all of the acid had dissolved. The reaction was stirred at room temperature for 18 hours and then the acetic anhydride was removed under reduced pressure. Water was added and evaporated under reduced pressure. The residue was dissolved in hot ethyl acetate and filtered whilst hot and the filtrate was evaporated under reduced pressure to afford the title compound as a white solid, 1.54 g.